From a dataset of the Open Reaction Database (ORD), a public repository of structured organic reaction records. describe an organic reaction: reactants, conditions, products, and yield Starting materials: C(CC)[Mg]Br (propylmagnesium bromide), Cl[Si]1(CCC(CC1)CCCCC1=CC(=C(C(=C1)F)OC(F)F)F)C1=CC=CC=C1 (1-chloro-1-phenyl-4-(4-(3,5-difluoro-4-difluoromethoxyphenyl)butyl)-1-silacyclohexane). Run in C1CCOC1 (THF), C1CCOC1 (THF). Yields the product FC=1C=C(C=C(C1OC(F)F)F)CCCCC1CC[Si](CC1)(CCC)C1=CC=CC=C1 (4-(4-(3,5-difluoro-4-difluoromethoxyphenyl)butyl)-1-phenyl-1-propyl-1-silacyclohexane). RXN SMILES: [CH2:1]([Mg]Br)[CH2:2][CH3:3].Cl[Si:7]1([C:29]2[CH:34]=[CH:33][CH:32]=[CH:31][CH:30]=2)[CH2:12][CH2:11][CH:10]([CH2:13][CH2:14][CH2:15][CH2:16][C:17]2[CH:22]=[C:21]([F:23])[C:20]([O:24][CH:25]([F:27])[F:26])=[C:19]([F:28])[CH:18]=2)[CH2:9][CH2:8]1>C1COCC1>[F:28][C:19]1[CH:18]=[C:17]([CH2:16][CH2:15][CH2:14][CH2:13][CH:10]2[CH2:11][CH2:12][Si:7]([C:29]3[CH:34]=[CH:33][CH:32]=[CH:31][CH:30]=3)([CH2:1][CH2:2][CH3:3])[CH2:8][CH2:9]2)[CH:22]=[C:21]([F:23])[C:20]=1[O:24][CH:25]([F:27])[F:26]. Procedure details: 50 ml (0.13 mols) of a THF solution of 2.5M of propylmagnesium bromide was dropped in a mixed solution of 44.5 g (0.1 mol) of 1-chloro-1-phenyl-4-(4-(3,5-difluoro-4-difluoromethoxyphenyl)butyl)-1-silacyclohexane and 300 ml of THF. After ordinary after-treatments, 4-(4-(3,5-difluoro-4-difluoromethoxyphenyl)butyl)-1-phenyl-1-propyl-1-silacyclohexane was obtained. The reactants are C(C)(C)(C)[SiH2]OC(C1=NC=C(C=C1)B1OC(C(O1)(C)C)(C)C)(C1=CC=CC=C1)C1=CC=CC=C1 (2-(tert-Butyl-diphenyl-silanyloxymethyl)-5-(4,4,5,5-tetramethyl-[1,3,2]dioxaborolan-2-yl)-pyridine), ClC=1N=C(C2=C(N1)SC(=C2)CN2CCN(CC2)S(=O)(=O)C)N2CCOCC2 (2-chloro-6-(4-methanesulfonyl-piperazin-1-ylmethyl)-4-morpholin-4-yl-thieno[2,3-d]pyrimidine). Yields the product CS(=O)(=O)N1CCN(CC1)CC1=CC2=C(N=C(N=C2N2CCOCC2)C=2C=CC(=NC2)CO)S1 ((5-(6-((4-(methylsulfonyl)piperazin-1-yl)methyl)-4-morpholinothieno[2,3-d]pyrimidin-2-yl)pyridin-2-yl)methanol). As a reaction SMILES: C([SiH2][O:6][C:7](C1C=CC=CC=1)(C1C=CC=CC=1)[C:8]1[CH:13]=[CH:12][C:11](B2OC(C)(C)C(C)(C)O2)=[CH:10][N:9]=1)(C)(C)C.Cl[C:36]1[N:37]=[C:38]([N:56]2[CH2:61][CH2:60][O:59][CH2:58][CH2:57]2)[C:39]2[CH:44]=[C:43]([CH2:45][N:46]3[CH2:51][CH2:50][N:49]([S:52]([CH3:55])(=[O:54])=[O:53])[CH2:48][CH2:47]3)[S:42][C:40]=2[N:41]=1>>[CH3:55][S:52]([N:49]1[CH2:50][CH2:51][N:46]([CH2:45][C:43]2[S:42][C:40]3[N:41]=[C:36]([C:11]4[CH:12]=[CH:13][C:8]([CH2:7][OH:6])=[N:9][CH:10]=4)[N:37]=[C:38]([N:56]4[CH2:57][CH2:58][O:59][CH2:60][CH2:61]4)[C:39]=3[CH:44]=2)[CH2:47][CH2:48]1)(=[O:54])=[O:53]. Procedure details: 2-(tert-Butyl-diphenyl-silanyloxymethyl)-5-(4,4,5,5-tetramethyl-[1,3,2]dioxaborolan-2-yl)-pyridine was reacted with 2-chloro-6-(4-methanesulfonyl-piperazin-1-ylmethyl)-4-morpholin-4-yl-thieno[2,3-d]pyrimidine in General Procedure A. Purification on silica yielded 362. NMR: (CDCl3): 2.58-2.60 (4 H, m), 2.73 (3 H, s, Me), 3.20-3.22 (4 H, m), 3.75 (2 H, s), 3.81-3.84 (4 H, m), 3.90-3.92 (4 H, m), 4.76 (2 H, s, NH2), 6.92 (1 H, s, Ar), 7.25 (1 H, d, J 8.3, Ar), 8.61 (1 H, d, J 8.3, Ar) and 9.51 (1 H... Reactants: CC1C=CC2=CC(C(C)(C)C)CC(O)C2C1(CCC1CC(C(C)(C)C)C(O[SiH](C)C)C(=O)O1)O[SiH](C)C, CC(C)(Oc1ccc(Cl)cc1)C(=O)O. Product: CC1C=CC2=CC(C(C)(C)C)CC(OC(=O)C(C)(C)Oc3ccc(Cl)cc3)C2C1(CCC1CC(C(C)(C)C)C(O[SiH](C)C)C(=O)O1)O[SiH](C)C. RXN SMILES: [C:15]([CH3:16])([CH3:17])([CH3:18])[CH:19]1[CH:20]=[C:21]2[CH:22]=[CH:23][CH:24]([CH3:51])[C:25]([CH2:30][CH2:31][CH:32]3[CH2:33][CH:34]([C:43]([CH3:44])([CH3:45])[CH3:46])[CH:35]([O:39][SiH:40]([CH3:41])[CH3:42])[C:36](=[O:38])[O:37]3)([O:47][SiH:48]([CH3:49])[CH3:50])[CH:26]2[CH:27]([OH:29])[CH2:28]1.[Cl:1][c:2]1[cH:3][cH:4][c:5]([O:6][C:7]([C:8](=[O:9])[OH:10])([CH3:11])[CH3:12])[cH:13][cH:14]1>>[Cl:1][c:2]1[cH:3][cH:4][c:5]([O:6][C:7]([C:8]([O:9][CH:27]2[CH:26]3[C:21](=[CH:20][CH:19]([C:15]([CH3:16])([CH3:17])[CH3:18])[CH2:28]2)[CH:22]=[CH:23][CH:24]([CH3:51])[C:25]3([CH2:30][CH2:31][CH:32]2[CH2:33][CH:34]([C:43]([CH3:44])([CH3:45])[CH3:46])[CH:35]([O:39][SiH:40]([CH3:41])[CH3:42])[C:36](=[O:38])[O:37]2)[O:47][SiH:48]([CH3:49])[CH3:50])=[O:10])([CH3:11])[CH3:12])[cH:13][cH:14]1. The reactants are C1(=CC=CC=C1)CC#N (phenylacetonitrile), [OH-].[K+] (potassium hydroxide), OO (hydrogen peroxide). The reagents and catalysts are [Cl-].C(C)[N+](CC1=CC=CC=C1)(CC)CC (triethylbenzylammonium chloride). Run in C(C)(C)O (isopropanol), C(C)(C)O (isopropanol). The product is C1(=CC=CC=C1)CC(=O)N (phenylacetamide). The yield is 95.0%. RXN SMILES: [C:1]1([CH2:7][C:8]#[N:9])[CH:6]=[CH:5][CH:4]=[CH:3][CH:2]=1.[OH-:10].[K+].OO>[Cl-].C([N+](CC)(CC)CC1C=CC=CC=1)C.C(O)(C)C>[C:1]1([CH2:7][C:8]([NH2:9])=[O:10])[CH:6]=[CH:5][CH:4]=[CH:3][CH:2]=1 |f:1.2,4.5|. Procedure details: 117.2 Grams of phenylacetonitrile (II-2), 56.1 g of a 25% aqueous potassium hydroxide solution, 291.5 g of a 35% aqueous hydrogen peroxide solution and 1.78 g of triethylbenzylammonium chloride were mixed at 50° C. for 4 hours in 351.6 g of isopropanol. After completion of the reaction, isopropanol was distilled off and the formed precipitate was filtered out and washed with water to obtain 128.5 g of phenylacetamide (m.p.: 155° C.) (I-2) in a yield of 95%. Starting materials: COC(=O)C1(C(NC2=CC(=CC=C12)Br)=O)C (6-bromo-3-methyl-2-oxo-2,3-dihydro-1H-indole-3-carboxylic acid methyl ester), C1(=CC=CC=C1)[SiH3] (PhSiH3). Run in C1(=CC=CC=C1)C (toluene). Run at temperature 100 celsius, time 16 hour. Yields the product COC(=O)C1(CNC2=CC(=CC=C12)Br)C (6-Bromo-3-methyl-2,3-dihydro-1H-indole-3-carboxylic acid methyl ester). Isolated yield 37.0%. Reaction SMILES: [CH3:1][O:2][C:3]([C:5]1([CH3:16])[C:13]2[C:8](=[CH:9][C:10]([Br:14])=[CH:11][CH:12]=2)[NH:7][C:6]1=O)=[O:4].C1([SiH3])C=CC=CC=1>C1(C)C=CC=CC=1>[CH3:1][O:2][C:3]([C:5]1([CH3:16])[C:13]2[C:8](=[CH:9][C:10]([Br:14])=[CH:11][CH:12]=2)[NH:7][CH2:6]1)=[O:4]. Procedure: To a solution of 6-bromo-3-methyl-2-oxo-2,3-dihydro-1H-indole-3-carboxylic acid methyl ester (200 mg, 0.7 mmol) in toluene under N2 were added Fe3(CO12) (14 mg, 0.028 mmol) and PhSiH3 (33 μL) and the mixture was stirred at 100° C. for 16 h. The resulting mixture was filtered through Celite (wash with EtOAc). The solvent was removed in vacuo to give the title compound (70 mg) as a colourless gum. MS: [M+H]+=270.